From a dataset of the Open Reaction Database (ORD), a public repository of structured organic reaction records. describe an organic reaction: reactants, conditions, products, and yield Starting materials: CC1(C)OB(c2ccc(Nc3nc4ccccc4o3)cc2)OC1(C)C, CN1CCN(C2CCC(n3nc(I)c4c(N)ncnc43)CC2)CC1, CN1CCN(C2CCC(n3nc(-c4ccc(Nc5nc6ccccc6o5)c(F)c4)c4c(N)ncnc43)CC2)CC1. The product is CN1CCN(C2CCC(n3nc(-c4ccc(Nc5nc6ccccc6o5)cc4)c4c(N)ncnc43)CC2)CC1. As a reaction SMILES: [CH3:25][C:26]1([CH3:27])[C:28]([CH3:29])([CH3:30])[O:31][B:32]([c:33]2[cH:34][cH:35][c:36]([NH:37][c:38]3[o:39][c:40]4[cH:41][cH:42][cH:43][cH:44][c:45]4[n:46]3)[cH:47][cH:48]2)[O:49]1.[I:1][c:2]1[c:3]2[c:4]([n:5][cH:6][n:7][c:8]2[NH2:9])[n:10]([CH:11]2[CH2:12][CH2:13][CH:14]([N:15]3[CH2:16][CH2:17][N:18]([CH3:19])[CH2:20][CH2:21]3)[CH2:22][CH2:23]2)[n:24]1.[NH2:50][c:51]1[c:52]2[c:53]([n:54][cH:55][n:56]1)[n:57]([CH:77]1[CH2:78][CH2:79][CH:80]([N:83]3[CH2:84][CH2:85][N:86]([CH3:89])[CH2:87][CH2:88]3)[CH2:81][CH2:82]1)[n:58][c:59]2-[c:60]1[cH:61][c:62]([F:76])[c:63]([NH:66][c:67]2[o:68][c:69]3[c:70]([n:71]2)[cH:72][cH:73][cH:74][cH:75]3)[cH:64][cH:65]1>>[NH2:50][c:51]1[c:52]2[c:53]([n:54][cH:55][n:56]1)[n:57]([CH:77]1[CH2:78][CH2:79][CH:80]([N:83]3[CH2:84][CH2:85][N:86]([CH3:89])[CH2:87][CH2:88]3)[CH2:81][CH2:82]1)[n:58][c:59]2-[c:60]1[cH:61][cH:62][c:63]([NH:66][c:67]2[o:68][c:69]3[c:70]([n:71]2)[cH:72][cH:73][cH:74][cH:75]3)[cH:64][cH:65]1. Starting materials: BrC1=CC=C(C=C1)C(F)(F)F (1-Bromo-4-(trifluoromethyl)benzene), C([O-])([O-])=O.[Cs+].[Cs+] (cesium carbonate), FC1=CC=C(NC2=C(C(=O)OC(C)(C)C)C=CC(=C2)C=C)C=C1 (tert-butyl 2-(4-fluoroanilino)-4-vinylbenzoate), C(CC(O)(C(=O)O)CC(=O)O)(=O)O (citric acid). Reagents/catalysts: C(C)(=O)[O-].[Pd+2].C(C)(=O)[O-] (palladium acetate). Run in CN(C(C)=O)C (N,N-dimethylacetamide), C(C)(=O)OCC (ethyl acetate). Conditions: temperature 120 celsius, time 24 hour. Product: FC1=CC=C(NC2=C(C(=O)OC(C)(C)C)C=CC(=C2)\C=C\C2=CC=C(C=C2)C(F)(F)F)C=C1 (tert-butyl 2-(4-fluoroanilino)-4-((E)-2-(4-trifluoromethylphenyl)vinyl)benzoate). Reaction SMILES: Br[C:2]1[CH:7]=[CH:6][C:5]([C:8]([F:11])([F:10])[F:9])=[CH:4][CH:3]=1.C(=O)([O-])[O-].[Cs+].[Cs+].[F:18][C:19]1[CH:40]=[CH:39][C:22]([NH:23][C:24]2[CH:36]=[C:35]([CH:37]=[CH2:38])[CH:34]=[CH:33][C:25]=2[C:26]([O:28][C:29]([CH3:32])([CH3:31])[CH3:30])=[O:27])=[CH:21][CH:20]=1.C(O)(=O)CC(CC(O)=O)(C(O)=O)O>C([O-])(=O)C.[Pd+2].C([O-])(=O)C.C(OCC)(=O)C.CN(C)C(=O)C>[F:18][C:19]1[CH:40]=[CH:39][C:22]([NH:23][C:24]2[CH:36]=[C:35](/[CH:37]=[CH:38]/[C:2]3[CH:7]=[CH:6][C:5]([C:8]([F:11])([F:10])[F:9])=[CH:4][CH:3]=3)[CH:34]=[CH:33][C:25]=2[C:26]([O:28][C:29]([CH3:32])([CH3:30])[CH3:31])=[O:27])=[CH:21][CH:20]=1 |f:1.2.3,6.7.8|. Reported procedure: 1-Bromo-4-(trifluoromethyl)benzene 0.14 mL, cesium carbonate 0.31 g and palladium acetate 11 mg were added to N,N-dimethylacetamide 3.0 mL solution of tert-butyl 2-(4-fluoroanilino)-4-vinylbenzoate 0.15 g at room temperature, and it was stirred at 120° C. for 24 hours. After the reaction mixture was cooled to room temperature, ethyl acetate and 10% citric acid aqueous solution were added to it. The organic layer was separated and collected,dried over anhydrous magnesium sulfate after sequential ... Starting materials: ClC1=C(C=NO)C(=CC(=C1)Cl)OC (2,4-dichloro-6-methoxybenzaldehyde oxime). Reagents/catalysts: [Zn] (zinc). Solvent: CC(=O)O (AcOH). Conditions: temperature 0 celsius, time 2 hour. The product is ClC1=C(CN)C(=CC(=C1)Cl)OC (2,4-dichloro-6-methoxybenzylamine). RXN SMILES: [Cl:1][C:2]1[CH:10]=[C:9]([Cl:11])[CH:8]=[C:7]([O:12][CH3:13])[C:3]=1[CH:4]=[N:5]O>CC(O)=O.[Zn]>[Cl:1][C:2]1[CH:10]=[C:9]([Cl:11])[CH:8]=[C:7]([O:12][CH3:13])[C:3]=1[CH2:4][NH2:5]. Procedure: A suspension of 2,4-dichloro-6-methoxybenzaldehyde oxime (2.24 mmol) in 3 mL AcOH was cooled to 0° C. and zinc dust (8.53 mmol) was added. The reaction mixture was stirred at RT for 2 h. It was filtered over a pad of celite and washed with EtOAc and MeOH. The filtrate was conc. and redissolved in water (pH 4 with 2N HCl solution). It was washed once with EtOAc, the ageous phase was basified with 1M NaOH solution, extracted 3 times with EtOAc and DCM. The comb. org. layers were dried over MgSO4 a... Yields the product CCOC(=O)CC1CCc2cc(OCCOc3ccc(C)nc3C)ccc21. Reactants: C1CCOC1, Cc1ccc(O)c(C)n1, O=C(N=NC(=O)N1CCCCC1)N1CCCCC1, CCOC(=O)CC1CCc2cc(OCCO)ccc21, c1ccc(P(c2ccccc2)c2ccccc2)cc1. RXN SMILES: [CH2:66]1[O:67][CH2:68][CH2:69][CH2:70]1.[CH3:20][c:21]1[n:22][c:23]([CH3:28])[cH:24][cH:25][c:26]1[OH:27].[N:48]([C:49]([N:50]1[CH2:51][CH2:52][CH2:53][CH2:54][CH2:55]1)=[O:56])=[N:57][C:58]([N:59]1[CH2:60][CH2:61][CH2:62][CH2:63][CH2:64]1)=[O:65].[OH:1][CH2:2][CH2:3][O:4][c:5]1[cH:6][c:7]2[c:11]([cH:12][cH:13]1)[CH:10]([CH2:14][C:15](=[O:16])[O:17][CH2:18][CH3:19])[CH2:9][CH2:8]2.[c:29]1([P:30]([c:31]2[cH:32][cH:33][cH:34][cH:35][cH:36]2)[c:37]2[cH:38][cH:39][cH:40][cH:41][cH:42]2)[cH:43][cH:44][cH:45][cH:46][cH:47]1>>[O:1]([CH2:2][CH2:3][O:4][c:5]1[cH:6][c:7]2[c:11]([cH:12][cH:13]1)[CH:10]([CH2:14][C:15](=[O:16])[O:17][CH2:18][CH3:19])[CH2:9][CH2:8]2)[c:26]1[c:21]([CH3:20])[n:22][c:23]([CH3:28])[cH:24][cH:25]1.